describe an organic reaction: reactants, conditions, products, and yield From a dataset of the Open Reaction Database (ORD), a public repository of structured organic reaction records. Reactants: ClC1=C(C(=O)OC)C=CC=C1[N+](=O)[O-] (2-chloro-3-nitrobenzoic acid, methyl ester), COC1=C(C=CC=2CCCCC12)B(O)O (1-methoxy-5,6,7,8-tetrahydronaphthalene-2-boronic acid), C([O-])([O-])=O.[Na+].[Na+] (sodium carbonate). The reagents and catalysts are C=1C=CC(=CC1)[P](C=2C=CC=CC2)(C=3C=CC=CC3)[Pd]([P](C=4C=CC=CC4)(C=5C=CC=CC5)C=6C=CC=CC6)([P](C=7C=CC=CC7)(C=8C=CC=CC8)C=9C=CC=CC9)[P](C=1C=CC=CC1)(C=1C=CC=CC1)C=1C=CC=CC1 (tetrakis(triphenylphosphine)palladium(0)). The solvent is C1CCOC1 (THF). The product is COC1=C(C=CC=2CCCCC12)C1=C(C(=O)OC)C=CC=C1[N+](=O)[O-] (2-(1-Methoxy-5,6,7,8-tetrahydronaphthalen-2-yl)-3-nitrobenzoic acid, methyl ester). The yield is 20.1%. Reaction SMILES: Cl[C:2]1[C:11]([N+:12]([O-:14])=[O:13])=[CH:10][CH:9]=[CH:8][C:3]=1[C:4]([O:6][CH3:7])=[O:5].[CH3:15][O:16][C:17]1[C:26]2[CH2:25][CH2:24][CH2:23][CH2:22][C:21]=2[CH:20]=[CH:19][C:18]=1B(O)O.C(=O)([O-])[O-].[Na+].[Na+]>C1COCC1.C1C=CC([P]([Pd]([P](C2C=CC=CC=2)(C2C=CC=CC=2)C2C=CC=CC=2)([P](C2C=CC=CC=2)(C2C=CC=CC=2)C2C=CC=CC=2)[P](C2C=CC=CC=2)(C2C=CC=CC=2)C2C=CC=CC=2)(C2C=CC=CC=2)C2C=CC=CC=2)=CC=1>[CH3:15][O:16][C:17]1[C:26]2[CH2:25][CH2:24][CH2:23][CH2:22][C:21]=2[CH:20]=[CH:19][C:18]=1[C:2]1[C:11]([N+:12]([O-:14])=[O:13])=[CH:10][CH:9]=[CH:8][C:3]=1[C:4]([O:6][CH3:7])=[O:5] |f:2.3.4,^1:44,46,65,84|. Reported procedure: A solution of 2-chloro-3-nitrobenzoic acid, methyl ester, (2.06 g, 9.61 mM), 1-methoxy-5,6,7,8-tetrahydronaphthalene-2-boronic acid, (2.08 g, 10.09 mM), tetrakis(triphenylphosphine)palladium(0) (0.583 g, 0.5 mM), and 2M aqueous sodium carbonate solution (10.5 mL, 21.0 mM) in THF (50 mL) was stirred at reflux for 48 hours in the absence of light. The mixture was cooled to room temperature, the THF removed in vacuo, and the resulting aqueous residue dissolved in ethyl acetate and brine. The solven...